This data is from the Open Reaction Database (ORD), a public repository of structured organic reaction records. The task is: describe an organic reaction: reactants, conditions, products, and yield Starting materials: Bis(dibenzylidineacetone)palladium, C1(CCCCC1)P(C1=C(C=CC=C1)C1=C(C=CC=C1)N(C)C)C1CCCCC1 ((2′-dicyclohexylphosphanyl-biphenyl-2-yl)-dimethylamine), CC(C)([O-])C.[K+] (Potassium tert-butoxide), Cl.FC(C=1C=C2CCNCC2=CC1)(F)F (6-Trifluoromethyl-1,2,3,4-tetrahydroisoquinoline hydrochloride salt), BrC1=CC(=C(C(=C1)C)NC(CC(C)(C)C)=O)C (N-(4-Bromo-2,6-dimethyl-phenyl)-3,3-dimethyl-butyramide). The solvent is C1(=CC=CC=C1)C (toluene). Reaction conditions: time 15 minute. The product is CC1=C(C(=CC(=C1)N1CC2=CC=C(C=C2CC1)C(F)(F)F)C)NC(CC(C)(C)C)=O (N-[2,6-Dimethyl-4-(6-trifluoromethyl-3,4-dihydro-1H-isoquinolin-2-yl)-phenyl]-3,3-dimethyl-butanamide). Reaction SMILES: C1(P(C2CCCCC2)C2C=CC=CC=2C2C=CC=CC=2N(C)C)CCCCC1.CC(C)([O-])C.[K+].Cl.[F:36][C:37]([F:49])([F:48])[C:38]1[CH:39]=[C:40]2[C:45](=[CH:46][CH:47]=1)[CH2:44][NH:43][CH2:42][CH2:41]2.Br[C:51]1[CH:56]=[C:55]([CH3:57])[C:54]([NH:58][C:59](=[O:65])[CH2:60][C:61]([CH3:64])([CH3:63])[CH3:62])=[C:53]([CH3:66])[CH:52]=1>C1(C)C=CC=CC=1>[CH3:57][C:55]1[CH:56]=[C:51]([N:43]2[CH2:42][CH2:41][C:40]3[C:45](=[CH:46][CH:47]=[C:38]([C:37]([F:36])([F:48])[F:49])[CH:39]=3)[CH2:44]2)[CH:52]=[C:53]([CH3:66])[C:54]=1[NH:58][C:59](=[O:65])[CH2:60][C:61]([CH3:63])([CH3:62])[CH3:64] |f:1.2,3.4|. Reported procedure: Bis(dibenzylidineacetone)palladium (390 mg, 0.68 mmol) and (2′-dicyclohexylphosphanyl-biphenyl-2-yl)-dimethylamine (800 mg, 2.0 mmol) were added to dry toluene (150 mL purged with argon) and stirred for 15 minutes under argon. Potassium tert-butoxide (4.75 mg, 42.3 mmol), 6-Trifluoromethyl-1,2,3,4-tetrahydroisoquinoline hydrochloride salt (4.82 g, 20.3 mmol) and N-(4-Bromo-2,6-dimethyl-phenyl)-3,3-dimethyl-butyramide (5 g, 16.8 mmol) were then added and the reaction mixture was stirred at 80° C.... Reactants: BrC=1SC(=CC1CCCCCCCCCCCC)Cl (2-bromo-5-chloro-3-dodecylthiophene), ClN1C(CCC1=O)=O (N-chlorosuccinimide), BrC=1SC=CC1CCCCCCCCCCCC (2-bromo-3-dodecylthiophene), BrC=1SC(=CC1CCCCCCCCCCCC)Cl (2-bromo-5-chloro-3-dodecylthiophene), C[Si](C)(C)C#C (trimethylsilylacetylene), dichlorobis(triphenylphosphine) palladium (II), C(CCCCCCCCCCC)C1=CSC=C1 (3-dodecylthiophene), BrN1C(CCC1=O)=O (N-bromosuccinimide), BrC=1SC(=CC1CCCCCCCCCCCC)Cl (2-bromo-5-chloro-3-dodecylthiophene). The reagents and catalysts are [Cu]I (copper (I) iodide). The product is ClC1=CC(=C(S1)C#C[Si](C)(C)C)CCCCCCCCCCCC (5-chloro-3-dodecyl-2-(trimethylsilyl)ethynylthiophene). RXN SMILES: Br[C:2]1[S:3][C:4]([Cl:19])=[CH:5][C:6]=1[CH2:7][CH2:8][CH2:9][CH2:10][CH2:11][CH2:12][CH2:13][CH2:14][CH2:15][CH2:16][CH2:17][CH3:18].C(C1C=CSC=1)CCCCCCCCCCC.BrN1C(=O)CCC1=O.BrC1SC=CC=1CCCCCCCCCCCC.ClN1C(=O)CCC1=O.[CH3:71][Si:72]([C:75]#[CH:76])([CH3:74])[CH3:73]>CN(C)C=O.C(N(CC)CC)C.[Cu]I>[Cl:19][C:4]1[S:3][C:2]([C:76]#[C:75][Si:72]([CH3:74])([CH3:73])[CH3:71])=[C:6]([CH2:7][CH2:8][CH2:9][CH2:10][CH2:11][CH2:12][CH2:13][CH2:14][CH2:15][CH2:16][CH2:17][CH3:18])[CH:5]=1. Reported procedure: First, 2-bromo-5-chloro-3-dodecylthiophene can be prepared by brominating 3-dodecylthiophene with 1 molar equivalent of N-bromosuccinimide (NBS) in N,N-dimethylformamide (DMF) at room temperature (rt) (as used herein, “room temperature” refers, for example, to a temperature ranging from about 22° C. to about 25° C.). Next, the chlorination of 2-bromo-3-dodecylthiophene with 1 molar equivalent of N-chlorosuccinimide (NCS) at room temperature generates 2-bromo-5-chloro-3-dodecylthiophene. Subseque... Solvent: CN(C=O)C (N,N-dimethylformamide), C(C)N(CC)CC (triethylamine). Reactants: O=C([O-])[O-], CS(C)=O, IC1CCCC1, [K+], [K+], [Na+], O=S1(=O)CCN2C=CC=C(c3ccc(O)cc3)C2=N1, [OH-]. Product: O=S1(=O)CCN2C=CC=C(c3ccc(OC4CCCC4)cc3)C2=N1. Reaction SMILES: [C:1](=[O:2])([O-:3])[O-:4].[CH3:34][S:35]([CH3:36])=[O:37].[I:7][CH:8]1[CH2:9][CH2:10][CH2:11][CH2:12]1.[K+:5].[K+:6].[Na+:33].[O:13]=[S:14]1(=[O:31])[N:15]=[C:16]2[N:17]([CH2:18][CH2:19]1)[CH:20]=[CH:21][CH:22]=[C:23]2[c:24]1[cH:25][cH:26][c:27]([OH:30])[cH:28][cH:29]1.[OH-:32]>>[CH:8]1([O:30][c:27]2[cH:26][cH:25][c:24]([C:23]3=[CH:22][CH:21]=[CH:20][N:17]4[C:16]3=[N:15][S:14](=[O:13])(=[O:31])[CH2:19][CH2:18]4)[cH:29][cH:28]2)[CH2:9][CH2:10][CH2:11][CH2:12]1. Reactants: S(O)(O)(=O)=O.Br (sulfuric acid hydrogen bromide), C1(CCCCCCCCCCCCCCO1)=O (15-pentadecanolide), BrCCCCCCCCCCCCCCCOCCCCCCCCCCCCCCC(=O)O (15-(15-bromopentadecyloxy)pentadecanoic acid). Run in C(C)(=O)O (acetic acid), C(C)(=O)O (acetic acid). Yields the product BrCCCCCCCCCCCCCCC(=O)O (15-bromopentadecanoic acid). As a reaction SMILES: S(=O)(=O)(O)O.Br.[C:7]1(=[O:23])[O:22][CH2:21][CH2:20][CH2:19][CH2:18][CH2:17][CH2:16][CH2:15][CH2:14][CH2:13][CH2:12][CH2:11][CH2:10][CH2:9][CH2:8]1.[Br:24]CCCCCCCCCCCCCCCOCCCCCCCCCCCCCCC(O)=O>C(O)(=O)C>[Br:24][CH2:21][CH2:20][CH2:19][CH2:18][CH2:17][CH2:16][CH2:15][CH2:14][CH2:13][CH2:12][CH2:11][CH2:10][CH2:9][CH2:8][C:7]([OH:22])=[O:23] |f:0.1|. Procedure details: The present reaction can be carried out in the presence of acetic acid and can be performed by using acetic acid as a solvent. As described in the above Non-patent Document 11, when concentrated sulfuric acid-hydrogen bromide acid is used and 15-pentadecanolide is reacted, for example, 15-(15-bromopentadecyloxy)pentadecanoic acid, which is difficult to get separated from the target compound 15-bromopentadecanoic acid, is produced as a byproduct. As a result, it becomes difficult to obtain highly... Solvent: CS(=O)C (DMSO), CS(=O)C (DMSO). Yield: 61.0%. Run at temperature 80 celsius. Starting materials: C1OC2=C(O1)C=C(C=C2)O (sesamol), C(C)OC(=O)C1=C(C=CC=C1F)F (ethyl-2,6-difluorobenzene-carboxylate). RXN SMILES: [CH2:1]([O:3][C:4]([C:6]1[C:11]([F:12])=[CH:10][CH:9]=[CH:8][C:7]=1F)=[O:5])[CH3:2].[CH2:14]1[O:18][C:17]2[CH:19]=[C:20]([OH:23])[CH:21]=[CH:22][C:16]=2[O:15]1>CS(C)=O>[CH2:1]([O:3][C:4]([C:6]1[C:7]([O:23][C:20]2[CH:21]=[CH:22][C:16]3[O:15][CH2:14][O:18][C:17]=3[CH:19]=2)=[CH:8][CH:9]=[CH:10][C:11]=1[F:12])=[O:5])[CH3:2]. Reported procedure: A solution of ethyl-2,6-difluorobenzene-carboxylate (EXAMPLE 1C; 373 mg, 2.0 mmol) in DMSO (0.5 ml) was added to a solution of the solid prepared above in DMSO (1.0 ml). The brownish solution was heated at 80° C. for 2 hours. The solvent was evaporated, the solid filtered, washed with water several times and dried. The crude product was purified by flash column chromatography on silica gel using 3-15% ethyl acetate in hexane to give 371 mg of the product (61% yield) as a light yellow oil and unr... Yields the product C(C)OC(=O)C1=C(C=CC=C1OC1=CC2=C(C=C1)OCO2)F (Ethyl-2-fluoro-6[(3,4-methylenedioxy)phenoxy]benzene-carboxylate). Reactants: CI, C1CCOC1, O=C(O)C1C[SH]=C(c2ccccc2)N1. Yields the product CC1(C(=O)O)C[SH]=C(c2ccccc2)N1. As a reaction SMILES: [CH3:15][I:16].[O:17]1[CH2:18][CH2:19][CH2:20][CH2:21]1.[c:1]1([C:7]2=[SH:8][CH2:9][CH:10]([C:12](=[O:13])[OH:14])[NH:11]2)[cH:2][cH:3][cH:4][cH:5][cH:6]1>>[c:1]1([C:7]2=[SH:8][CH2:9][C:10]([C:12](=[O:13])[OH:14])([CH3:15])[NH:11]2)[cH:2][cH:3][cH:4][cH:5][cH:6]1. The reactants are C1(CC1)SC(C(=O)C1=C(C=C(C=C1)F)F)(F)F (2-cyclopropylthio-2,2,2′,4′-tetrafluoroacetophenone), ice water, [H-].[Na+] (sodium hydride), CS(=O)C (dimethylsulfoxide), [I-].C[S+](=O)(C)C (trimethylsulfoxonium iodide). The solvent is O1CCCC1 (tetrahydrofuran), O1CCCC1 (tetrahydrofuran). Reaction conditions: temperature 50 celsius, time 1 hour. Product: C1(CC1)SC(C1(OC1)C1=C(C=C(C=C1)F)F)(F)F (2-[(cyclopropylthio)(difluoro)methyl]-2-(2,4-difluorophenyl)oxirane). Isolated yield 86.0%. RXN SMILES: [H-].[Na+].[CH3:3]S(C)=O.[I-].C[S+](C)(C)=O.[CH:13]1([S:16][C:17]([F:29])([F:28])[C:18]([C:20]2[CH:25]=[CH:24][C:23]([F:26])=[CH:22][C:21]=2[F:27])=[O:19])[CH2:15][CH2:14]1>O1CCCC1>[CH:13]1([S:16][C:17]([F:29])([F:28])[C:18]2([C:20]3[CH:25]=[CH:24][C:23]([F:26])=[CH:22][C:21]=3[F:27])[CH2:3][O:19]2)[CH2:15][CH2:14]1 |f:0.1,3.4|. Procedure details: A suspension of 60% sodium hydride (1.0 g, 0.025 mol) in tetrahydrofuran (50 ml)—dimethylsulfoxide (70 ml) was heated to an external temperature of 50° C., followed by the addition of trimethylsulfoxonium iodide (5.6 g, 0.025 mol) in portions. After stirring at the same temperature for one hour, the reaction mixture was cooled to −20° C. and added dropwise with a solution of 2-cyclopropylthio-2,2,2′,4′-tetrafluoroacetophenone (5.6 g, 0.021 mol) in tetrahydrofuran (20 ml). The resulting mixture w...